From a dataset of the Open Reaction Database (ORD), a public repository of structured organic reaction records. describe an organic reaction: reactants, conditions, products, and yield Reactants: C1=CC=C(C=C1)CN2C(=O)C3=CC=CC=C3C2(C4=CC=C(C=C4)Cl)O (2-benzyl-3-(4-chlorophenyl)-3-hydroxy-2,3-dihydroisoindolin-1-one), S(=O)(Cl)Cl (thionyl chloride). The reagents and catalysts are CN(C)C=O (DMF). Product: ClC1(N(C(C2=CC=CC=C12)=O)CC1=CC=CC=C1)C1=CC=C(C=C1)Cl (3-Chloro-3-(4-chlorophenyl)-2-benzylisoindolin-1-one), oil. Yield: 100.0%. As a reaction SMILES: [CH:1]1[CH:6]=[CH:5][C:4]([CH2:7][N:8]2[C:17](O)([C:18]3[CH:23]=[CH:22][C:21]([Cl:24])=[CH:20][CH:19]=3)[C:16]3[C:11](=[CH:12][CH:13]=[CH:14][CH:15]=3)[C:9]2=[O:10])=[CH:3][CH:2]=1.S(Cl)([Cl:28])=O>CN(C=O)C>[Cl:28][C:17]1([C:18]2[CH:19]=[CH:20][C:21]([Cl:24])=[CH:22][CH:23]=2)[C:16]2[C:11](=[CH:12][CH:13]=[CH:14][CH:15]=2)[C:9](=[O:10])[N:8]1[CH2:7][C:4]1[CH:3]=[CH:2][CH:1]=[CH:6][CH:5]=1. Procedure details: Distilled THF (25 mL) was added to 2-benzyl-3-(4-chlorophenyl)-3-hydroxy-2,3-dihydroisoindolin-1-one (400 mg, 1.145 mmol), thionyl chloride (299.6 mg, 2.51 mmol, 0.18 mL) and catalytic DMF (3 drops) as for general procedure B1. 3-Chloro-3-(4-chlorophenyl)-2-benzylisoindolin-1-one was produced as a colourless oil (421 mg, 1.145 mmol) which was used immediately without further purification. Distilled THF (25 mL) was added to 3-chloro-3-(4-chlorophenyl)-2-benzylisoindolin-1-one (421 mg, 1.145 mmol)...